This data is from the Open Reaction Database (ORD), a public repository of structured organic reaction records. The task is: describe an organic reaction: reactants, conditions, products, and yield Reactants: [BH3-]C#N.[Na+] (NaCNBH3), C(C)=O (acetaldehyde), C(C)=O (acetaldehyde), NCC[C@@H](C(=O)O)NC(=O)OC(C)(C)C ((S)-4-amino-2-(tert-butoxycarbonylamino) butanoic acid), O.CO (water MeOH). Reaction conditions: temperature 40 celsius, time 3.5 hour. The product is N[C@H](C(=O)O)CCN(CC)CC ((S)-2-amino-4-(diethylamino)butanoic acid). Reaction SMILES: [BH3-][C:2]#[N:3].[Na+].N[CH2:6][CH2:7][C@H:8]([NH:12]C(OC(C)(C)C)=O)[C:9]([OH:11])=[O:10].[CH:20](=O)[CH3:21].O.[CH3:24]O>>[NH2:12][C@@H:8]([CH2:7][CH2:6][N:3]([CH2:2][CH3:24])[CH2:20][CH3:21])[C:9]([OH:11])=[O:10] |f:0.1,4.5|. Procedure details: NaCNBH3 (1.60 g, 24.2 mmol) was added in batches to a chilled (˜15° C.) water/MeOH (12 mL each) solution of (S)-4-amino-2-(tert-butoxycarbonylamino) butanoic acid (2.17 g, 9.94 mmol). A few minutes later acetaldehyde (2.7 mL, 48.1 mmol) was added drop-wise over 2 min, the cooling bath was removed, and the reaction mixture was stirred at ambient condition for 3.5 hr. An additional acetaldehyde (2.7 mL, 48.1 mmol) was added and the reaction was stirred for 20.5 hr. Most of the MeOH component was r... Starting materials: ClC=1C=C(C#N)C=C(C1)C(=O)C=1NC(NC(C1C(C)C)=O)=O (3-Chloro-5-(5-isopropyl-2,6-dioxo-1,2,3,6-tetrahydro-pyrimidine-4-carbonyl)-benzonitrile), C([O-])([O-])=O.[K+].[K+] (potassium carbonate), [I-].[Li+] (lithium iodide), ClCC1=CC(=NC(=C1)C)N1C(C2=CC=CC=C2C1=O)=O (2-(4-Chloromethyl-6-methyl-pyridin-2-yl)-isoindole-1,3-dione). Solvent: CN(C)C=O (DMF). Reaction conditions: time 8 hour. The product is ClC=1C=C(C#N)C=C(C1)C(=O)C=1N(C(NC(C1C(C)C)=O)=O)CC1=CC(=NC(=C1)C)N1C(C2=CC=CC=C2C1=O)=O (3-Chloro-5-{3-[2-(1,3-dioxo-1,3-dihydro-isoindol-2-yl)-6-methyl-pyridin-4-ylmethyl]-5-isopropyl-2,6-dioxo-1,2,3,6-tetrahydro-pyrimidine-4-carbonyl}-benzonitrile). Isolated yield 49.3%. As a reaction SMILES: [Cl:1][C:2]1[CH:3]=[C:4]([CH:7]=[C:8]([C:10]([C:12]2[NH:13][C:14](=[O:22])[NH:15][C:16](=[O:21])[C:17]=2[CH:18]([CH3:20])[CH3:19])=[O:11])[CH:9]=1)[C:5]#[N:6].C(=O)([O-])[O-].[K+].[K+].[I-].[Li+].Cl[CH2:32][C:33]1[CH:38]=[C:37]([CH3:39])[N:36]=[C:35]([N:40]2[C:48](=[O:49])[C:47]3[C:42](=[CH:43][CH:44]=[CH:45][CH:46]=3)[C:41]2=[O:50])[CH:34]=1>CN(C=O)C>[Cl:1][C:2]1[CH:3]=[C:4]([CH:7]=[C:8]([C:10]([C:12]2[N:13]([CH2:32][C:33]3[CH:38]=[C:37]([CH3:39])[N:36]=[C:35]([N:40]4[C:48](=[O:49])[C:47]5[C:42](=[CH:43][CH:44]=[CH:45][CH:46]=5)[C:41]4=[O:50])[CH:34]=3)[C:14](=[O:22])[NH:15][C:16](=[O:21])[C:17]=2[CH:18]([CH3:20])[CH3:19])=[O:11])[CH:9]=1)[C:5]#[N:6] |f:1.2.3,4.5|. Procedure details: To a stirred solution of 3-Chloro-5-(5-isopropyl-2,6-dioxo-1,2,3,6-tetrahydro-pyrimidine-4-carbonyl)-benzonitrile (317 mg, 1 mmol), anhydrous powdered potassium carbonate (134 mg, 1 mmol), and lithium iodide (134 mg, 1 mmol) in DMF (5 ml) at room temperature, was added 2-(4-Chloromethyl-6-methyl-pyridin-2-yl)-isoindole-1,3-dione (286 mg, 1 mmol). After stirring for overnight, the mixture was evaporated in vacuo and the residue was purified by silica gel column chromatography (eluent, EA:hexanes ...